From a dataset of the Open Reaction Database (ORD), a public repository of structured organic reaction records. describe an organic reaction: reactants, conditions, products, and yield Starting materials: BrC1=CC=C(C=C1)C1=C(C(=NO1)C)C(O)C=1N=NN(C1)CC1=C(C=CC=C1)C ([5-(4-bromo-phenyl)-3-methyl-isoxazol-4-yl]-[1-(2-methyl-benzyl)-1H-[1,2,3]triazol-4-yl]-methanol), C(C)OC(=O)C1(CC1)C1=CC=C(C=C1)B1OC(C(O1)(C)C)(C)C (1-[4-(4,4,5,5-tetramethyl-[1,3,2]dioxaborolan-2-yl)-phenyl]-cyclopropanecarboxylic acid ethyl ester). Yields the product C(C)OC(=O)C1(CC1)C1=CC=C(C=C1)C1=CC=C(C=C1)C1=C(C(=NO1)C)C(C=1N=NN(C1)CC1=C(C=CC=C1)C)O (1-[4′-(4-{Hydroxy-[1-(2-methyl-benzyl)-1H-[1,2,3]triazol-4-yl-]methyl}-3-methyl-isoxazol-5-yl)-biphenyl-4-yl]-cyclopropanecarboxylic acid ethyl ester). Reaction SMILES: Br[C:2]1[CH:7]=[CH:6][C:5]([C:8]2[O:12][N:11]=[C:10]([CH3:13])[C:9]=2[CH:14]([C:16]2[N:17]=[N:18][N:19]([CH2:21][C:22]3[CH:27]=[CH:26][CH:25]=[CH:24][C:23]=3[CH3:28])[CH:20]=2)[OH:15])=[CH:4][CH:3]=1.[CH2:29]([O:31][C:32]([C:34]1([C:37]2[CH:42]=[CH:41][C:40](B3OC(C)(C)C(C)(C)O3)=[CH:39][CH:38]=2)[CH2:36][CH2:35]1)=[O:33])[CH3:30]>>[CH2:29]([O:31][C:32]([C:34]1([C:37]2[CH:42]=[CH:41][C:40]([C:2]3[CH:3]=[CH:4][C:5]([C:8]4[O:12][N:11]=[C:10]([CH3:13])[C:9]=4[CH:14]([OH:15])[C:16]4[N:17]=[N:18][N:19]([CH2:21][C:22]5[CH:27]=[CH:26][CH:25]=[CH:24][C:23]=5[CH3:28])[CH:20]=4)=[CH:6][CH:7]=3)=[CH:39][CH:38]=2)[CH2:35][CH2:36]1)=[O:33])[CH3:30]. Procedure details: Prepared according to the procedure described in Example 1, Step 10, using [5-(4-bromo-phenyl)-3-methyl-isoxazol-4-yl]-[1-(2-methyl-benzyl)-1H-[1,2,3]triazol-4-yl]-methanol and 1-[4-(4,4,5,5-tetramethyl-[1,3,2]dioxaborolan-2-yl)-phenyl]-cyclopropanecarboxylic acid ethyl ester.